The task is: describe an organic reaction: reactants, conditions, products, and yield. This data is from the Open Reaction Database (ORD), a public repository of structured organic reaction records. Reactants: Cl.C(C1=CC=CC=C1)NC1CC2=CC(=CC=C2CC1)OCC(=O)OCC (2-benzylamino-7-carbethoxymethoxytetraline hydrochloride). Reagents/catalysts: [Pd] (palladium on charcoal). Solvent: C(C)O (ethanol), O (water). Conditions: time 3 hour. Yields the product Cl.NC1CC2=CC(=CC=C2CC1)OCC(=O)OCC (2-amino-7-carbethoxymethoxytetraline hydrochloride). The yield is 92.6%. RXN SMILES: [ClH:1].C([NH:9][CH:10]1[CH2:19][CH2:18][C:17]2[C:12](=[CH:13][C:14]([O:20][CH2:21][C:22]([O:24][CH2:25][CH3:26])=[O:23])=[CH:15][CH:16]=2)[CH2:11]1)C1C=CC=CC=1>C(O)C.O.[Pd]>[ClH:1].[NH2:9][CH:10]1[CH2:19][CH2:18][C:17]2[C:12](=[CH:13][C:14]([O:20][CH2:21][C:22]([O:24][CH2:25][CH3:26])=[O:23])=[CH:15][CH:16]=2)[CH2:11]1 |f:0.1,5.6|. Procedure: A solution of 27 g of 2-benzylamino-7-carbethoxymethoxytetraline hydrochloride, EXAMPLE 1, in 300 ml of 95% ethanol and 25 ml of water, is hydrogenated under ordinary pressure and at temperature of 50° C. by using 3 g of 10% palladium on charcoal as a catalyst. After 3 hours, the mixture is filtered, the residue is taken up twice with 100 ml of absolute ethanol and dried every time. The product so obtained is triturated in 150 ml of acetone, filtered and crystallized from 100 ml of isopropanol t... Reactants: CC=1NC(=C(C(C1C(=O)OCCOC)C1=CC(=CC=C1)NO)C(=O)OC(C)C)C (2-Methoxyethyl 1-Methylethyl 1,4-Dihydro-2,6-dimethyl-4-(3-hydroxylaminophenyl)-3,5-pyridinedicarboxylate), [N+](=O)([O-])C1=CC=C(C=O)C=C1 (4-nitrobenzaldehyde). Product: CC=1NC(=C(C(C1C(=O)OCCOC)C1=CC(=CC=C1)/N(=O)=C/C1=CC=C(C=C1)[N+](=O)[O-])C(=O)OC(C)C)C (2-Methoxyethyl 1-Methylethyl 1,4-Dihydro-2,6-dimethyl-4-{3-[(Z)-N-(4-nitrophenylmethylene)-N-oxo-λ5 -azanyl]phenyl}-3,5-pyridinedicarboxylate). The yield is 71.0%. As a reaction SMILES: [CH3:1][C:2]1[NH:3][C:4]([CH3:29])=[C:5]([C:23]([O:25][CH:26]([CH3:28])[CH3:27])=[O:24])[CH:6]([C:15]2[CH:20]=[CH:19][CH:18]=[C:17]([NH:21][OH:22])[CH:16]=2)[C:7]=1[C:8]([O:10][CH2:11][CH2:12][O:13][CH3:14])=[O:9].[N+:30]([C:33]1[CH:40]=[CH:39][C:36]([CH:37]=O)=[CH:35][CH:34]=1)([O-:32])=[O:31]>>[CH3:1][C:2]1[NH:3][C:4]([CH3:29])=[C:5]([C:23]([O:25][CH:26]([CH3:27])[CH3:28])=[O:24])[CH:6]([C:15]2[CH:20]=[CH:19][CH:18]=[C:17]([N:21](=[CH:37][C:36]3[CH:39]=[CH:40][C:33]([N+:30]([O-:32])=[O:31])=[CH:34][CH:35]=3)=[O:22])[CH:16]=2)[C:7]=1[C:8]([O:10][CH2:11][CH2:12][O:13][CH3:14])=[O:9]. Reported procedure: The reaction of hydroxylamine 55 (0.80 g, 2 mmol) with 4-nitrobenzaldehyde (58) (0.30 g, 2 mmol) afforded, after workup, a yellow oil. The crude product was purified by flash chromatography with 1:1 ethyl acetate/hexane as the eluant to obtain 0.76 g (1.42 mmol, 71%) of 69 as a yellow oil. The oil crystallized from ethyl acetate-pentane to yield red crystalline solid: mp 148°-150° C.; IR (CH2Cl2) 3435, 29980, 1695, 1620, 1598, 1545, 1520, 1470, 1342, 1215, 1102, 858; 1H NMR (CDCl3) δ 1.08 (d, J=... The reactants are BrC=1C=C2C(=NN(C2=CC1)C1OCCCC1)C1=NC(=NC=C1)N1CCC(CC1)NC(OC(C)(C)C)=O (tert-butyl 1-(4-(5-bromo-1-(tetrahydro-2H-pyran-2-yl)-1H-indazol-3-yl)pyrimidin-2-yl)piperidin-4-ylcarbamate), COC=1C=NC=C(C1)B1OC(C)(C)C(C)(C)O1 (3-methoxypyridine-5-boronic acid pinacol ester), C(=O)([O-])[O-].[Na+].[Na+] (Na2CO3), Cl (HCl), CC(C)O (IPA). The reagents and catalysts are Cl[Pd]([P](C1=CC=CC=C1)(C2=CC=CC=C2)C3=CC=CC=C3)([P](C4=CC=CC=C4)(C5=CC=CC=C5)C6=CC=CC=C6)Cl (trans-dichlorobis(triphenyl-phosphine)palladium (II)). Run in O1CCOCC1 (dioxane), O (Water). Conditions: temperature 145 celsius. The product is COC=1C=C(C=NC1)C=1C=C2C(=NNC2=CC1)C1=NC(=NC=C1)N1CCC(CC1)N (1-(4-(5-(5-Methoxypyridin-3-yl)-1H-indazol-3-yl)pyrimidin-2-yl)piperidin-4-amine). As a reaction SMILES: Br[C:2]1[CH:3]=[C:4]2[C:8](=[CH:9][CH:10]=1)[N:7](C1CCCCO1)[N:6]=[C:5]2[C:17]1[CH:22]=[CH:21][N:20]=[C:19]([N:23]2[CH2:28][CH2:27][CH:26]([NH:29]C(=O)OC(C)(C)C)[CH2:25][CH2:24]2)[N:18]=1.[CH3:37][O:38][C:39]1[CH:40]=[N:41][CH:42]=[C:43](B2OC(C)(C)C(C)(C)O2)[CH:44]=1.C([O-])([O-])=O.[Na+].[Na+].Cl.CC(O)C>Cl[Pd](Cl)([P](C1C=CC=CC=1)(C1C=CC=CC=1)C1C=CC=CC=1)[P](C1C=CC=CC=1)(C1C=CC=CC=1)C1C=CC=CC=1.O1CCOCC1.O>[CH3:37][O:38][C:39]1[CH:44]=[C:43]([C:2]2[CH:3]=[C:4]3[C:8](=[CH:9][CH:10]=2)[NH:7][N:6]=[C:5]3[C:17]2[CH:22]=[CH:21][N:20]=[C:19]([N:23]3[CH2:24][CH2:25][CH:26]([NH2:29])[CH2:27][CH2:28]3)[N:18]=2)[CH:42]=[N:41][CH:40]=1 |f:2.3.4,^1:67,86|. Reported procedure: A glass microwave reaction vessel was charged with tert-butyl 1-(4-(5-bromo-1-(tetrahydro-2H-pyran-2-yl)-1H-indazol-3-yl)pyrimidin-2-yl)piperidin-4-ylcarbamate (0.305 g, 0.547 mmol), 3-methoxypyridine-5-boronic acid pinacol ester (0.232 g, 0.987 mmol, Frontier Scientific), Na2CO3 (0.356 g, 3.36 mmol) and trans-dichlorobis(triphenyl-phosphine)palladium (II) (0.056 g, 0.080 mmol). Water (2 mL) and dioxane (5 mL) were added and the reaction mixture was sealed under argon and heated in an Emrys Optm... The reactants are Cl.CC1=C(NC2=CC=CC=C12)C=1C=NC=CC1 (3-methyl-2-pyridin-3-yl-1H-indole hydrochloride), BrCC1=CC=C(C#N)C=C1 (4-bromomethyl-benzonitrile). The product is CC1=C(N(C2=CC=CC=C12)CC1=CC=C(C#N)C=C1)C=1C=NC=CC1 (4-(3-methyl-2-pyridin-3-yl-1H-indol-1-ylmethyl)-benzonitrile). As a reaction SMILES: Cl.[CH3:2][C:3]1[C:11]2[C:6](=[CH:7][CH:8]=[CH:9][CH:10]=2)[NH:5][C:4]=1[C:12]1[CH:13]=[N:14][CH:15]=[CH:16][CH:17]=1.Br[CH2:19][C:20]1[CH:27]=[CH:26][C:23]([C:24]#[N:25])=[CH:22][CH:21]=1>>[CH3:2][C:3]1[C:11]2[C:6](=[CH:7][CH:8]=[CH:9][CH:10]=2)[N:5]([CH2:19][C:20]2[CH:27]=[CH:26][C:23]([C:24]#[N:25])=[CH:22][CH:21]=2)[C:4]=1[C:12]1[CH:13]=[N:14][CH:15]=[CH:16][CH:17]=1 |f:0.1|. Procedure: 3-Methyl-2-pyridin-3-yl-1H-indole hydrochloride (Example 1) and 4-bromomethyl-benzonitrile are processed according to the method described in Example 25 to give 4-(3-methyl-2-pyridin-3-yl-1H-indol-1-ylmethyl)-benzonitrile. 1H NMR (400 MHz, MeOD) δ ppm 2.32 (s, 3H), 5.43 (s, 2H), 6.99 (d, J=8.6 Hz, 2H), 7.13-7.21 (m, 1H), 7.25 (ddd, J=7.6, 1.3 Hz, 1H), 7.34 (d, J=8.1 Hz, 1H), 7.54 (dd, J=8.0, 4.9 Hz, 2H), 7.58 (d, J=8.3 Hz, 1H), 7.67 (d, J=7.6 Hz, 1H), 7.84 (dt, J=7.9, 2.0 Hz, 1H), 8.50 (d, J=1.5... Reactants: C(#N)C1(CCN(CC1)C(=O)OC(C)(C)C)C(=O)N1CCOCC1 (tert-Butyl 4-cyano-4-(morpholin-4-ylcarbonyl)piperidine-1-carboxylate), Cl (HCl). Solvent: O1CCOCC1 (dioxane). Reaction conditions: time 1 hour. The product is Cl.N1(CCOCC1)C(=O)C1(CCNCC1)C#N (4-(Morpholin-4-ylcarbonyl)piperidine-4-carbonitrile hydrochloride). RXN SMILES: [C:1]([C:3]1([C:16]([N:18]2[CH2:23][CH2:22][O:21][CH2:20][CH2:19]2)=[O:17])[CH2:8][CH2:7][N:6](C(OC(C)(C)C)=O)[CH2:5][CH2:4]1)#[N:2].[ClH:24]>O1CCOCC1>[ClH:24].[N:18]1([C:16]([C:3]2([C:1]#[N:2])[CH2:8][CH2:7][NH:6][CH2:5][CH2:4]2)=[O:17])[CH2:19][CH2:20][O:21][CH2:22][CH2:23]1 |f:3.4|. Reported procedure: To tert-Butyl 4-cyano-4-(morpholin-4-ylcarbonyl)piperidine-1-carboxylate (I-2) (11.95 g, 40 mmole) was added 4M HCl in dioxane (80 mL). The resulting reaction mixture was stirred for 1 h at room temperature. After this time, LCMS indicated that the reaction was complete. The reaction was concentrated to afford the title compound (I-3) as a white solid. This product was pure enough for next step reaction. Analytical LCMS: single peak (214 nm), 0.548 min. The reactants are O=C1NC(=O)c2ccccc21, CCOC(=O)CCCCCBr, CN(C)C=O, [K]. Reaction SMILES: [C:12]1(=[O:22])[c:13]2[c:14]([cH:18][cH:19][cH:20][cH:21]2)[C:15](=[O:17])[NH:16]1.[CH2:1]([CH3:2])[O:3][C:4]([CH2:5][CH2:6][CH2:7][CH2:8][CH2:9][Br:10])=[O:11].[CH3:24][N:25]([CH3:26])[CH:27]=[O:28].[K:23]>>[CH2:1]([CH3:2])[O:3][C:4]([CH2:5][CH2:6][CH2:7][CH2:8][CH2:9][N:16]1[C:12](=[O:22])[c:13]2[c:14]([cH:18][cH:19][cH:20][cH:21]2)[C:15]1=[O:17])=[O:11]. The product is CCOC(=O)CCCCCN1C(=O)c2ccccc2C1=O.